From a dataset of the Open Reaction Database (ORD), a public repository of structured organic reaction records. describe an organic reaction: reactants, conditions, products, and yield Solvent: O1CCCC1 (tetrahydrofuran), [OH-].[Na+] (sodium hydroxide). Reaction conditions: time 1 hour. Product: O=C1C(CN(C2=C(N1)C=CC=C2)C2=CC=CC=C2)NC(=O)OCC2=CC=CC=C2 (2-oxo-3-benzyloxycarbonylamino-5-phenyl-1,3,4,5-tetrahydro-2H-1,5-benzodiazepine). Procedure: 25% Hydrobromic acid-acetic acid (150 ml) was added to 1-methoxymethyl-2-oxo-3-amino-5-phenyl-1,3,4,5-tetrahydro-2H-1,5-benzodiazepine hydrochloride (12.2 g). The resultant mixture was stirred for 30 minutes at room temperature. Ether was added thereto, and solid matter so precipitated was collected by filtration, to thereby obtain 2-oxo-3-amino-5-phenyl-1,3,4,5-tetrahydro-2H-1,5-benzodiazepine hydrobromide. Water (100 ml) was added thereto so as to obtain a suspension. Benzyl chloroformate (6.2... RXN SMILES: Br.C(O)(=O)C.Cl.COC[N:10]1[C:16]2[CH:17]=[CH:18][CH:19]=[CH:20][C:15]=2[N:14]([C:21]2[CH:26]=[CH:25][CH:24]=[CH:23][CH:22]=2)[CH2:13][CH:12]([NH2:27])[C:11]1=[O:28].CCOCC.Cl[C:35]([O:37][CH2:38][C:39]1[CH:44]=[CH:43][CH:42]=[CH:41][CH:40]=1)=[O:36]>O1CCCC1.[OH-].[Na+]>[O:28]=[C:11]1[NH:10][C:22]2[CH:23]=[CH:24][CH:25]=[CH:26][C:21]=2[N:14]([C:15]2[CH:16]=[CH:17][CH:18]=[CH:19][CH:20]=2)[CH2:13][CH:12]1[NH:27][C:35]([O:37][CH2:38][C:39]1[CH:44]=[CH:43][CH:42]=[CH:41][CH:40]=1)=[O:36] |f:0.1,2.3,7.8|. Yield: 67.8%. Reactants: ClC(=O)OCC1=CC=CC=C1 (Benzyl chloroformate), CCOCC (Ether), Br.C(C)(=O)O (Hydrobromic acid acetic acid), Cl.COCN1C(C(CN(C2=C1C=CC=C2)C2=CC=CC=C2)N)=O (1-methoxymethyl-2-oxo-3-amino-5-phenyl-1,3,4,5-tetrahydro-2H-1,5-benzodiazepine hydrochloride), resultant mixture. Reactants: C(C)(=O)O[BH-](OC(C)=O)OC(C)=O.[Na+] (sodium triacetoxyborohydride), ClC=1C=C(C(=C(C(=O)NCC=2C(NC(=CC2C)C)=O)C1)C)SC1CCC(CC1)=O (5-chloro-N-((4,6-dimethyl-2-oxo-1,2-dihydropyridin-3-yl)methyl)-2-methyl-3-((4-oxocyclohexyl)thio)benzamide), CNC (dimethylamine), C(C)(=O)O (acetic acid). Solvent: ClC(C)Cl (dichloroethane). Conditions: time 20 minute. Product: ClC=1C=C(C(=C(C(=O)NCC=2C(NC(=CC2C)C)=O)C1)C)SC1CCC(CC1)N(C)C (5-chloro-N-((4,6-dimethyl-2-oxo-1,2-dihydropyridin-3-yl)methyl)-3-((4-(dimethylamino)cyclohexyl)thio)-2-methylbenzamide). Isolated yield 3.4%. As a reaction SMILES: [Cl:1][C:2]1[CH:3]=[C:4]([S:22][CH:23]2[CH2:28][CH2:27][C:26](=O)[CH2:25][CH2:24]2)[C:5]([CH3:21])=[C:6]([CH:20]=1)[C:7]([NH:9][CH2:10][C:11]1[C:12](=[O:19])[NH:13][C:14]([CH3:18])=[CH:15][C:16]=1[CH3:17])=[O:8].[CH3:30][NH:31][CH3:32].C(O)(=O)C.C(O[BH-](OC(=O)C)OC(=O)C)(=O)C.[Na+]>ClC(Cl)C>[Cl:1][C:2]1[CH:3]=[C:4]([S:22][CH:23]2[CH2:24][CH2:25][CH:26]([N:31]([CH3:32])[CH3:30])[CH2:27][CH2:28]2)[C:5]([CH3:21])=[C:6]([CH:20]=1)[C:7]([NH:9][CH2:10][C:11]1[C:12](=[O:19])[NH:13][C:14]([CH3:18])=[CH:15][C:16]=1[CH3:17])=[O:8] |f:3.4|. Procedure: To a stirred solution of 5-chloro-N-((4,6-dimethyl-2-oxo-1,2-dihydropyridin-3-yl)methyl)-2-methyl-3-((4-oxocyclohexyl)thio)benzamide (0.45 g, 1.03 mmol) and dimethylamine (0.14 g, 3.11 mmol) in dichloroethane (5 mL) was added acetic acid (0.37 g, 6.16 mmol) and the mixture stirred at room temperature for 20 minutes. Then sodium triacetoxyborohydride (0.66 g, 3.11 mmol) was added at 0° C. and the mixture stirred overnight at room temperature. On completion of the reaction, the solvent was removed...